This data is from the Open Reaction Database (ORD), a public repository of structured organic reaction records. The task is: describe an organic reaction: reactants, conditions, products, and yield Reactants: ClC1=CC(=C(C(=O)OC)C=C1[N+](=O)[O-])C (methyl 4-chloro-2-methyl-5-nitrobenzoate), C([O-])([O-])=O.[K+].[K+] (potassium carbonate), SC(C(=O)OCC)C (ethyl 2-mercaptopropionate), [Cl-].[Na+] (sodium chloride). Solvent: CN(C=O)C (N,N-dimethylformamide). Run at temperature 80 celsius, time 4 hour. Product: C(C)OC(C(C)SC1=CC(=C(C(=O)OC)C=C1[N+](=O)[O-])C)=O (methyl 4-[(2-ethoxy-1-methyl-2-oxoethyl)thio]-2-methyl-5-nitrobenzoate). The yield is 111.3%. Reaction SMILES: Cl[C:2]1[C:11]([N+:12]([O-:14])=[O:13])=[CH:10][C:5]([C:6]([O:8][CH3:9])=[O:7])=[C:4]([CH3:15])[CH:3]=1.C(=O)([O-])[O-].[K+].[K+].[SH:22][CH:23]([CH3:29])[C:24]([O:26][CH2:27][CH3:28])=[O:25].[Cl-].[Na+]>CN(C)C=O>[CH2:27]([O:26][C:24](=[O:25])[CH:23]([S:22][C:2]1[C:11]([N+:12]([O-:14])=[O:13])=[CH:10][C:5]([C:6]([O:8][CH3:9])=[O:7])=[C:4]([CH3:15])[CH:3]=1)[CH3:29])[CH3:28] |f:1.2.3,5.6|. Procedure: To a solution of methyl 4-chloro-2-methyl-5-nitrobenzoate (2.52 g) in N,N-dimethylformamide (20 ml) were added potassium carbonate (3.04 g) and ethyl 2-mercaptopropionate (2.2 g), and the mixture was stirred at 80° C. for 4 hours. After the reaction was complete, to the mixture was added a saturated aqueous sodium chloride solution, and the mixture was extracted with ethyl acetate. The organic layer was dried over sodium sulfate, filtered, concentrated under reduced pressure to give methyl 4-[(2... The reactants are [Li]C(C)CC, Cc1occc1CO[Si](C(C)C)(C(C)C)C(C)C, [Cl-], COC(=O)Cl, [NH4+], C1CCOC1. The product is COC(=O)c1cc(CO[Si](C(C)C)(C(C)C)C(C)C)c(C)o1. RXN SMILES: [CH:19]([Li:20])([CH2:21][CH3:22])[CH3:23].[CH:1]([CH3:2])([CH3:3])[Si:4]([O:5][CH2:6][c:7]1[c:8]([CH3:12])[o:9][cH:10][cH:11]1)([CH:13]([CH3:14])[CH3:15])[CH:16]([CH3:17])[CH3:18].[Cl-:29].[Cl:24][C:25](=[O:26])[O:27][CH3:28].[NH4+:30].[O:31]1[CH2:32][CH2:33][CH2:34][CH2:35]1>>[CH:1]([CH3:2])([CH3:3])[Si:4]([O:5][CH2:6][c:7]1[c:8]([CH3:12])[o:9][c:10]([C:25](=[O:26])[O:27][CH3:28])[cH:11]1)([CH:13]([CH3:14])[CH3:15])[CH:16]([CH3:17])[CH3:18]. Solvent: CC(=O)C (acetone), C1CCOC1 (THF), C1CCOC1 (THF). Reaction conditions: time 1 hour. As a reaction SMILES: [Cl:1][C:2]1[N:3]=[C:4]([S:16](Cl)(=[O:18])=[O:17])[N:5]([CH2:8][O:9][CH2:10][CH2:11][Si:12]([CH3:15])([CH3:14])[CH3:13])[C:6]=1[Cl:7].[CH3:20][NH:21][CH3:22]>CC(C)=O.C1COCC1>[Cl:1][C:2]1[N:3]=[C:4]([S:16]([N:21]([CH3:22])[CH3:20])(=[O:18])=[O:17])[N:5]([CH2:8][O:9][CH2:10][CH2:11][Si:12]([CH3:15])([CH3:14])[CH3:13])[C:6]=1[Cl:7]. Yields the product ClC=1N=C(N(C1Cl)COCC[Si](C)(C)C)S(=O)(=O)N(C)C (4,5-dichloro-N,N-dimethyl-1-({[2-(trimethylsilyl)ethyl]oxy}methyl)-1H-imidazole-2-sulfonamide). Isolated yield 57.0%. Procedure details: A solution of 4,5-dichloro-1-({[2-(trimethylsilyl)ethyl]oxy}methyl)-1H-imidazole-2-sulfonyl chloride (0.826 mmol) in acetone (2.5 mL) and THF (1.5 mL) was added to dimethylamine (2.0 mL of a 2M solution in THF, 4.0 mmol). The reaction mixture was stirred at RT for 1 h and then evaporated to dryness. The residue was taken up in EtOAc and washed with brine. The organic layer was dried (Na2SO4), filtered, evaporated and purified by silica gel chromatography (0-30% EtOAc/hexanes) to provide the titl... Reactants: ClC=1N=C(N(C1Cl)COCC[Si](C)(C)C)S(=O)(=O)Cl (4,5-dichloro-1-({[2-(trimethylsilyl)ethyl]oxy}methyl)-1H-imidazole-2-sulfonyl chloride), CNC (dimethylamine), solution. The reactants are CN[C@H](CC(=O)[O-])C(=O)[O-] (N-methyl-D-aspartate), C(C(CO)(CO)N)O.S(=O)(=O)([O-])[O-] (Tris sulfate), D,L-AP7[D,L-2-amino-7-phosphonoheptanoic acid], C(CN(CC(=O)O)CC(=O)O)N(CC(=O)O)CC(=O)O (EDTA), [O-]S(=O)(=O)[O-].[Mg+2] (MgSO4). Solvent: C([C@@H]1[C@H]([C@@H]([C@H]([C@H](O1)O[C@]2([C@H]([C@@H]([C@H](O2)CO)O)O)CO)O)O)O)O (sucrose). Run at time 30 minute. Yields the product CN[C@H](CC(=O)O)C(=O)O (NMDA). RXN SMILES: [CH3:1][NH:2][C@@H:3]([C:8]([O-:10])=[O:9])[CH2:4][C:5]([O-:7])=[O:6].C(N(CC(O)=O)CC(O)=O)CN(CC(O)=O)CC(O)=O.[O-]S([O-])(=O)=O.[Mg+2].C(O)C(N)(CO)CO.S([O-])([O-])(=O)=O>C(O)[C@H]1O[C@H](O[C@]2(CO)O[C@H](CO)[C@@H](O)[C@@H]2O)[C@H](O)[C@@H](O)[C@@H]1O>[CH3:1][NH:2][C@@H:3]([C:8]([OH:10])=[O:9])[CH2:4][C:5]([OH:7])=[O:6] |f:2.3,4.5|. Procedure: Synaptic plasma membranes (SPM) were prepared as previously described Monahan, J. B. and Michel, J., "Identification and Characterization of an N-methyl-D-aspartate-specific L-[3H]-glutamate Recognition Site in Synaptic Plasma Membranes, J. Neurochem., 48, 1699-1708 (1987)]. The SPM were stored at a concentration of 10-15 mg/ml in 0.32M sucrose, 0.5 mM EDTA, 1 mM MgSO4, 5 mM Tris/sulfate, pH 7.4, under liquid nitrogen. The identity and purity of the subcellular fractions were confirmed by both e... Reactants: [OH-].[Na+] (NaOH), [N+](=O)([O-])C1=C2CCCC2=CC=C1N (4-Nitro-5-indanamine), N#CN (cyanamide), [CH]Cl (cHCl). The solvent is O (water). Reaction conditions: temperature 50 celsius, time 3 hour. The product is [N+]1(=NC(=NC2=C1C=1CCCC1C=C2)N)[O-] (8,9-Dihydro-7H-indeno[5,4-e][1,2,4]triazin-3-amine 1-Oxide). Yield: 36.3%. RXN SMILES: [N+:1]([C:4]1[C:12]([NH2:13])=[CH:11][CH:10]=[C:9]2[C:5]=1[CH2:6][CH2:7][CH2:8]2)([O-])=[O:2].[N:14]#[C:15][NH2:16].[CH]Cl.[OH-].[Na+]>O>[N+:1]1([O-:2])[C:4]2[C:5]3[CH2:6][CH2:7][CH2:8][C:9]=3[CH:10]=[CH:11][C:12]=2[N:13]=[C:15]([NH2:16])[N:14]=1 |f:3.4,^3:16|. Procedure: A mixture of 4-nitro-5-indanamine (3) (0.67 g, 3.8 mmol) and cyanamide (0.63 g, 15.0 mmol) were mixed together at 100° C., cooled to 50° C., cHCl (5 mL) added carefully and the mixture heated at 100° C. for 4 h. The mixture was cooled to 50° C., 7.5 M NaOH solution added until the mixture was strongly basic and the mixture stirred at 100° C. for 3 h. The mixture was cooled, diluted with water (100 mL), filtered, washed with water (3×20 mL), washed with ether (3×5 mL) and dried. The residue was p... The reactants are CC(C)(C)OC(=O)N1CCCC(C(=O)NC(CCCc2ccccc2)CCCc2ccccc2)C1, ClCCl, O=C(O)C(F)(F)F. Yields the product O=C(NC(CCCc1ccccc1)CCCc1ccccc1)C1CCCNC1. Reaction SMILES: [C:1]([O:2][C:3](=[O:4])[N:8]1[CH2:9][CH:10]([C:14]([NH:15][CH:16]([CH2:17][CH2:18][CH2:19][c:20]2[cH:21][cH:22][cH:23][cH:24][cH:25]2)[CH2:26][CH2:27][CH2:28][c:29]2[cH:30][cH:31][cH:32][cH:33][cH:34]2)=[O:35])[CH2:11][CH2:12][CH2:13]1)([CH3:5])([CH3:6])[CH3:7].[CH2:43]([Cl:44])[Cl:45].[OH:36][C:37]([C:38]([F:39])([F:40])[F:41])=[O:42]>>[NH:8]1[CH2:9][CH:10]([C:14]([NH:15][CH:16]([CH2:17][CH2:18][CH2:19][c:20]2[cH:21][cH:22][cH:23][cH:24][cH:25]2)[CH2:26][CH2:27][CH2:28][c:29]2[cH:30][cH:31][cH:32][cH:33][cH:34]2)=[O:35])[CH2:11][CH2:12][CH2:13]1. The reactants are C(OCC)(OCC)=O (Diethyl Carbonate), C(C)OC(CC1=CC(=C2C(=N1)SC=C2C2=CC=CC=C2)NCC2=NC=CC=C2)=O ({3-Phenyl-4-[(pyridin-2-ylmethyl)-amino]-thieno[2,3-b]pyridin-6-yl}-acetic acid ethyl ester), [H-].[Na+] (Sodium Hydride). Solvent: O (water), C1CCOC1 (THF). Conditions: temperature 0 celsius, time 10 minute. Product: C(C)OC(C(C(=O)OCC)C1=CC(=C2C(=N1)SC=C2C2=CC=CC=C2)NCC2=NC=CC=C2)=O (2-{3-Phenyl-4-[(pyridin-2-ylmethyl)-amino]-thieno[2,3-b]pyridin-6-yl}-malonic acid diethyl ester). As a reaction SMILES: [CH2:1]([O:3][C:4](=[O:29])[CH2:5][C:6]1[N:11]=[C:10]2[S:12][CH:13]=[C:14]([C:15]3[CH:20]=[CH:19][CH:18]=[CH:17][CH:16]=3)[C:9]2=[C:8]([NH:21][CH2:22][C:23]2[CH:28]=[CH:27][CH:26]=[CH:25][N:24]=2)[CH:7]=1)[CH3:2].[C:30](=O)([O:34]CC)[O:31][CH2:32][CH3:33].[H-].[Na+]>C1COCC1.O>[CH2:1]([O:3][C:4](=[O:29])[CH:5]([C:6]1[N:11]=[C:10]2[S:12][CH:13]=[C:14]([C:15]3[CH:20]=[CH:19][CH:18]=[CH:17][CH:16]=3)[C:9]2=[C:8]([NH:21][CH2:22][C:23]2[CH:28]=[CH:27][CH:26]=[CH:25][N:24]=2)[CH:7]=1)[C:30]([O:31][CH2:32][CH3:33])=[O:34])[CH3:2] |f:2.3|. Procedure details: {3-Phenyl-4-[(pyridin-2-ylmethyl)-amino]-thieno[2,3-b]pyridin-6-yl}-acetic acid ethyl ester (180 mg, 0.45 mmol) was dissolved in dry THF (10 ml) under nitrogen. Diethyl Carbonate (0.27 ml, 2.23 mmol) was added and the mixture cooled to 0° C. Sodium Hydride (36 mg, 0.89 mmol) was added and the mixture stirred at 0° C. for a further 10 min, then at room temperature for 20 min, then brought to reflux for 45 min. On cooling, the reaction was diluted with water (100 ml) and extracted with DCM (3×50 m... Run in C(C)(=O)O (acetic acid). Reaction conditions: temperature 100 celsius, time 1 hour. Reaction SMILES: [O:1]1[C:5]2[CH2:6][N:7]([C:10](=[O:27])[CH2:11][CH2:12][C:13]3[CH:18]=[CH:17][CH:16]=[C:15]([CH2:19][CH2:20][C:21]4[CH:26]=[CH:25][CH:24]=[CH:23][CH:22]=4)[CH:14]=3)[CH2:8][CH2:9][C:4]=2[CH:3]=[CH:2]1.[CH2:28]([NH:30][CH2:31][CH3:32])[CH3:29].[CH2:33]=O>C(O)(=O)C>[CH2:28]([N:30]([CH2:33][C:2]1[O:1][C:5]2[CH2:6][N:7]([C:10](=[O:27])[CH2:11][CH2:12][C:13]3[CH:18]=[CH:17][CH:16]=[C:15]([CH2:19][CH2:20][C:21]4[CH:22]=[CH:23][CH:24]=[CH:25][CH:26]=4)[CH:14]=3)[CH2:8][CH2:9][C:4]=2[CH:3]=1)[CH2:31][CH3:32])[CH3:29]. The product is C(C)N(CC)CC1=CC2=C(CN(CC2)C(CCC2=CC(=CC=C2)CCC2=CC=CC=C2)=O)O1 (1-(2-diethylaminomethyl-5,7-dihydro-4H-furo[2,3-c]pyridin-6-yl)-3-(3-phenethylphenyl)propan-1-one). Procedure: To a solution of 0.393 g (1.093 mmol) of 1-(5,7-dihydro-4H-furo[2,3-c]pyridin-6-yl)-3-(3-phenethylphenyl) propan-1-one in 20 ml of acetic acid, 0.14 ml (1.3 mmol) of diethylamine and 0.11 g (1.3 mmol) of 37% aqueous formaldehyde were added, followed by stirring at 100° C. for 1 hour. After the solvent was distilled off under reduced pressure, the residual solution was alkalified with aqueous sodium hydroxide and extracted with dichloromethane 3 times. The combined organic layer was dried over an... The reactants are O1C=CC2=C1CN(CC2)C(CCC2=CC(=CC=C2)CCC2=CC=CC=C2)=O (1-(5,7-dihydro-4H-furo[2,3-c]pyridin-6-yl)-3-(3-phenethylphenyl) propan-1-one), C(C)NCC (diethylamine), C=O (formaldehyde). Starting materials: COC=1C(C=C(C(C1OC)=O)C)=O (2,3-dimethoxy-5-methyl-1,4-benzoquinone), O (water), [BH4-].[Na+] (sodium borohydride), 3-N, Cl (hydrochloric acid). The solvent is C(C)O (ethanol), CCOCC (ether). Run at time 15 minute. The product is COC1=C(O)C=C(C(=C1OC)O)C (2,3-dimethoxy-5-methylhydroquinone). The yield is 93.4%. RXN SMILES: [CH3:1][O:2][C:3]1[C:4](=[O:13])[CH:5]=[C:6]([CH3:12])[C:7](=[O:11])[C:8]=1[O:9][CH3:10].[BH4-].[Na+].Cl.O>C(O)C.CCOCC>[CH3:1][O:2][C:3]1[C:8]([O:9][CH3:10])=[C:7]([OH:11])[C:6]([CH3:12])=[CH:5][C:4]=1[OH:13] |f:1.2|. Procedure details: In 28 ml of ethanol was dissolved 1.82 g (10 mmol.) of 2,3-dimethoxy-5-methyl-1,4-benzoquinone. To the solution was portionwise added at room temperature 240 mg (6.3 mmol.) of sodium borohydride. The mixture was stirred for 15 min. The mixture was then made acidic by addition of 3-N hydrochloric acid. To the mixture were added 50 ml of water and 100 ml of ether for performing extraction. The ether portion was washed with water and a saturated aqueous sodium chloride solution, dried over anhydrou...